From a dataset of the Open Reaction Database (ORD), a public repository of structured organic reaction records. describe an organic reaction: reactants, conditions, products, and yield Starting materials: C(C1=CC=CC=C1)N1[C@H](CC(C[C@@H]1C)=O)C (trans-N-Benzyl-2,6-dimethylpiperidin-4-one). The reagents and catalysts are [Pd] (Pd). Run in CCO (EtOH). Product: C[C@@H]1N[C@H](CC(C1)=O)C (trans-2,6-dimethylpiperidin-4-one). Reaction SMILES: C([N:8]1[C@@H:13]([CH3:14])[CH2:12][C:11](=[O:15])[CH2:10][C@@H:9]1[CH3:16])C1C=CC=CC=1>CCO.[Pd]>[CH3:16][C@H:9]1[CH2:10][C:11](=[O:15])[CH2:12][C@H:13]([CH3:14])[NH:8]1. Procedure: trans-N-Benzyl-2,6-dimethylpiperidin-4-one (91; 7.5 g) was dissolved in EtOH (20 mL) and the catalyst (0.8 g, Pd/C5%) was added. The slurry was vigorously stirred and kept under a hydrogen atmosphere (60 psi) for 90 hr. The catalyst was removed by filtration through Celite and the filtrate was evaporated at 3 mmHg/40° C. The residue (ca. 5.2 g) was used without further purification. Starting materials: CC(C)(C)OC(=O)Nn1cccc1, Fc1ccc(CBr)c(F)c1, [H-], [Na+]. Yields the product CC(C)(C)OC(=O)N(Cc1ccc(F)cc1F)n1cccc1. As a reaction SMILES: [C:1]([CH3:2])([CH3:3])([CH3:4])[O:5][C:6]([NH:7][n:8]1[cH:9][cH:10][cH:11][cH:12]1)=[O:13].[F:14][c:15]1[c:16]([CH2:17][Br:18])[cH:19][cH:20][c:21]([F:23])[cH:22]1.[H-:24].[Na+:25]>>[C:1]([CH3:2])([CH3:3])([CH3:4])[O:5][C:6]([N:7]([n:8]1[cH:9][cH:10][cH:11][cH:12]1)[CH2:17][c:16]1[c:15]([F:14])[cH:22][c:21]([F:23])[cH:20][cH:19]1)=[O:13]. Reactants: COC1=CC=C2C(CC(OC2=C1CCN1CCC(CC1)N1C=CC2=CC=C(C=C12)C(=O)NC)(C)C)=O (1-{1-[2-(7-Methoxy-2,2-dimethyl-4-oxochroman-8-yl)ethyl]piperidin-4-yl}-N-methyl-1H-indole-6-carboxamide), C(\C=C\C(=O)O)(=O)O (fumaric acid), CC(=O)C (acetone). Run in O (water). Reaction conditions: time 1 hour. Product: C(\C=C\C(=O)O)(=O)O.COC1=CC=C2C(CC(OC2=C1CCN1CCC(CC1)N1C=CC2=CC=C(C=C12)C(=O)NC)(C)C)=O (1-{1-[2-(7-methoxy-2,2-dimethyl-4-oxochroman-8-yl)ethyl]piperidin-4-yl}-N-methyl-1H-indole-6-carboxamide fumarate). The yield is 88.1%. RXN SMILES: [CH3:1][O:2][C:3]1[C:12]([CH2:13][CH2:14][N:15]2[CH2:20][CH2:19][CH:18]([N:21]3[C:29]4[C:24](=[CH:25][CH:26]=[C:27]([C:30]([NH:32][CH3:33])=[O:31])[CH:28]=4)[CH:23]=[CH:22]3)[CH2:17][CH2:16]2)=[C:11]2[C:6]([C:7](=[O:36])[CH2:8][C:9]([CH3:35])([CH3:34])[O:10]2)=[CH:5][CH:4]=1.[C:37]([OH:44])(=[O:43])/[CH:38]=[CH:39]/[C:40]([OH:42])=[O:41].CC(C)=O>O>[C:37]([OH:44])(=[O:43])/[CH:38]=[CH:39]/[C:40]([OH:42])=[O:41].[CH3:1][O:2][C:3]1[C:12]([CH2:13][CH2:14][N:15]2[CH2:20][CH2:19][CH:18]([N:21]3[C:29]4[C:24](=[CH:25][CH:26]=[C:27]([C:30]([NH:32][CH3:33])=[O:31])[CH:28]=4)[CH:23]=[CH:22]3)[CH2:17][CH2:16]2)=[C:11]2[C:6]([C:7](=[O:36])[CH2:8][C:9]([CH3:34])([CH3:35])[O:10]2)=[CH:5][CH:4]=1 |f:4.5|. Procedure details: 1-{1-[2-(7-Methoxy-2,2-dimethyl-4-oxochroman-8-yl)ethyl]piperidin-4-yl}-N-methyl-1H-indole-6-carboxamide (1.00 g) and fumaric acid (0.249 g) were dissolved in a mixed solvent consisting of acetone (5 ml) and water (15 ml) at 60° C. Thereafter, the obtained mixture was left at room temperature for 1 hour. The deposited solid was collected by filtration, and the obtained product was then washed with a mixed solvent consisting of acetone (2.5 ml) and water (7.5 ml), so as to obtain the subject comp...